This data is from the Open Reaction Database (ORD), a public repository of structured organic reaction records. The task is: describe an organic reaction: reactants, conditions, products, and yield As a reaction SMILES: [CH3:1][CH2:2][CH2:3][CH:4]([CH2:5][CH2:6][CH2:7][CH2:8][CH2:9][CH2:10][CH2:11][CH2:12][CH2:13][CH2:14][CH2:15][CH3:16])[OH:17].[Cl:35][CH2:36][Cl:37].[c:18]1([CH3:19])[cH:20][cH:21][c:22]([S:24](=[O:25])(=[O:26])[Cl:27])[cH:23][cH:28]1.[cH:29]1[cH:30][cH:31][n:32][cH:33][cH:34]1>>[CH3:1][CH2:2][CH2:3][CH:4]([CH2:5][CH2:6][CH2:7][CH2:8][CH2:9][CH2:10][CH2:11][CH2:12][CH2:13][CH2:14][CH2:15][CH3:16])[S:24](=[O:25])(=[O:26])[Cl:27]. The product is CCCCCCCCCCCCC(CCC)S(=O)(=O)Cl. Reactants: CCCCCCCCCCCCC(O)CCC, ClCCl, Cc1ccc(S(=O)(=O)Cl)cc1, c1ccncc1. Starting materials: C(C1=CC=C(C(=O)OC)C=C1)(=O)OC (dimethyl terephthalate), C(CO)O (ethylene glycol). Run at temperature 190 celsius. Product: C=CC1=CC=CC=C1.C1(C2=CC=C(C(=O)OCCO1)C=C2)=O (Styrene Ethylene Terephthalate). Reaction SMILES: [C:1]([O:13][CH3:14])(=[O:12])[C:2]1[CH:11]=[CH:10][C:5]([C:6]([O:8][CH3:9])=[O:7])=[CH:4][CH:3]=1.[CH2:15](O)CO>>[CH2:15]=[CH:6][C:5]1[CH:4]=[CH:3][CH:2]=[CH:11][CH:10]=1.[C:6]1(=[O:7])[O:8][CH2:9][CH2:14][O:13][C:1](=[O:12])[C:2]2[CH:11]=[CH:10][C:5]1=[CH:4][CH:3]=2 |f:2.3|. Procedure: Dimethyl terephthalate is recrystallized from dried ethanol. 30 g (0.154 mol) of the dimethyl terephthalate and 30 ml of TCB are added to a 250 ml three-neck round bottom flask fitted with a nitrogen stream inlet and outlet, a magnet stirrer, a dropping funnel, and a condenser, and heated to about 190° C. 20 g of hydroxy-terminated polystyrene, 70 ml of TCB, and 2 ml of catalyst solution (titanium butoxide, magnesium acetate, methanol, and butanediol solution) are introduced dropwise into the re...